The task is: describe an organic reaction: reactants, conditions, products, and yield. This data is from the Open Reaction Database (ORD), a public repository of structured organic reaction records. Reactants: [Cl-].[NH4+] (ammonium chloride), CC(C)([O-])C.[K+] (potassium t-butoxide), BrCC(=O)OC (methyl bromoacetate), C1(=CC=CC=C1)C(OCCN1CCC2=C(C=CC=C12)O)C1=CC=CC=C1 (1-(2-(diphenylmethoxy)ethyl)-4-hydroxyindoline). Solvent: CN(C)C=O (DMF). Conditions: time 2 hour. Product: C1(=CC=CC=C1)C(OCCN1CCC2=C(C=CC=C12)OCC(=O)OC)C1=CC=CC=C1 (Methyl (1-(2-(diphenylmethoxy)ethyl)indoline-4-yloxy)acetate). Isolated yield 55.0%. Reaction SMILES: CC(C)([O-])C.[K+].Br[CH2:8][C:9]([O:11][CH3:12])=[O:10].[C:13]1([CH:19]([C:33]2[CH:38]=[CH:37][CH:36]=[CH:35][CH:34]=2)[O:20][CH2:21][CH2:22][N:23]2[C:31]3[C:26](=[C:27]([OH:32])[CH:28]=[CH:29][CH:30]=3)[CH2:25][CH2:24]2)[CH:18]=[CH:17][CH:16]=[CH:15][CH:14]=1.[Cl-].[NH4+]>CN(C=O)C>[C:33]1([CH:19]([C:13]2[CH:18]=[CH:17][CH:16]=[CH:15][CH:14]=2)[O:20][CH2:21][CH2:22][N:23]2[C:31]3[C:26](=[C:27]([O:32][CH2:8][C:9]([O:11][CH3:12])=[O:10])[CH:28]=[CH:29][CH:30]=3)[CH2:25][CH2:24]2)[CH:34]=[CH:35][CH:36]=[CH:37][CH:38]=1 |f:0.1,4.5|. Procedure details: Under argon atmosphere, potassium t-butoxide (586 mg) and methyl bromoacetate (2.50 ml) were added to 1-(2-(diphenylmethoxy)ethyl)-4-hydroxyindoline (855 mg) in DMF (15 ml), and the obtained mixture was stirred at room temperature for 2 hours. To the reaction mixture, saturated aqueous ammonium chloride solution (5 ml) was added to stop the reaction and the resultant was extracted with ethyl acetate. The obtained organic layer was washed and dried over sodium sulfate. After removing solids by fi...